Dataset: the Open Reaction Database (ORD), a public repository of structured organic reaction records. Task: describe an organic reaction: reactants, conditions, products, and yield Starting materials: [Li]CCCC (BuLi), CCCCCC (hexane), BrC=1C=C2C(=CC(=NC2=CC1)OC)C1=CC(=CC=C1)Cl (6-bromo-4-(3-chlorophenyl)-2-methoxyquinoline), IC1=CC=C(C(=O)N(C)OC)C=C1 (4-iodo-N-methoxy-N-methyl-benzamide), ice water. Solvent: C1CCOC1 (THF). Reaction conditions: temperature -70 celsius, time 30 minute. The product is ClC=1C=C(C=CC1)C1=CC(=NC2=CC=C(C=C12)C(=O)C1=CC=C(C=C1)I)OC ([4-(3-chlorophenyl)-2-methoxy-6-quinolinyl](4-iodophenyl)methanone). The yield is 127.9%. As a reaction SMILES: [Li]CCCC.CCCCCC.Br[C:13]1[CH:14]=[C:15]2[C:20](=[CH:21][CH:22]=1)[N:19]=[C:18]([O:23][CH3:24])[CH:17]=[C:16]2[C:25]1[CH:30]=[CH:29][CH:28]=[C:27]([Cl:31])[CH:26]=1.[I:32][C:33]1[CH:44]=[CH:43][C:36]([C:37](N(OC)C)=[O:38])=[CH:35][CH:34]=1>C1COCC1>[Cl:31][C:27]1[CH:26]=[C:25]([C:16]2[C:15]3[C:20](=[CH:21][CH:22]=[C:13]([C:37]([C:36]4[CH:43]=[CH:44][C:33]([I:32])=[CH:34][CH:35]=4)=[O:38])[CH:14]=3)[N:19]=[C:18]([O:23][CH3:24])[CH:17]=2)[CH:30]=[CH:29][CH:28]=1. Procedure: BuLi 1.6M in hexane (0.0316 mol) was added dropwise at −70° C. to a mixture of 6-bromo-4-(3-chlorophenyl)-2-methoxyquinoline (0.0287 mol) in TBIF (100 ml). The mixture was stirred at −70° C. for 30 minutes and a solution of 4-iodo-N-methoxy-N-methyl-benzamide (0.0244 mol) in THF (30 ml) was added. The mixture was stirred at −70° C. for 30 minutes, poured out into ice water and extracted with CH2Cl2. The organic layer was separated, dried (MgSO4), filtered and the solvent was evaporated till dryn... The yield is 79.8%. Procedure: In 50 ml of dimethylformamide, there were stirred 10.3 g of 2-phenyl-4-chloro-5-formylimidazole, 11.3 g of p-nitrobenzyl bromide and 5.2 g of anhydrous potassium carbonate at 110°-120° C. for 2 hours. The reaction mixture was poured in ice-water and the resulting precipitate was put on a column of 100 g silica gel, elution being carried out with chloroform. The first fraction was concentrated to dryness and recrystallized from ethanol. By the above procedure was obtained 13.6 g of 1-(p-nitrobenz... Solvent: ice water, CN(C=O)C (dimethylformamide). Reactants: C1(=CC=CC=C1)C=1NC(=C(N1)Cl)C=O (2-phenyl-4-chloro-5-formylimidazole), [N+](=O)([O-])C1=CC=C(CBr)C=C1 (p-nitrobenzyl bromide), C([O-])([O-])=O.[K+].[K+] (potassium carbonate). Reaction SMILES: [C:1]1([C:7]2[NH:8][C:9]([CH:13]=[O:14])=[C:10]([Cl:12])[N:11]=2)[CH:6]=[CH:5][CH:4]=[CH:3][CH:2]=1.[N+:15]([C:18]1[CH:25]=[CH:24][C:21]([CH2:22]Br)=[CH:20][CH:19]=1)([O-:17])=[O:16].C(=O)([O-])[O-].[K+].[K+]>CN(C)C=O>[N+:15]([C:18]1[CH:25]=[CH:24][C:21]([CH2:22][N:8]2[C:9]([CH:13]=[O:14])=[C:10]([Cl:12])[N:11]=[C:7]2[C:1]2[CH:2]=[CH:3][CH:4]=[CH:5][CH:6]=2)=[CH:20][CH:19]=1)([O-:17])=[O:16] |f:2.3.4|. Yields the product [N+](=O)([O-])C1=CC=C(CN2C(=NC(=C2C=O)Cl)C2=CC=CC=C2)C=C1 (1-(p-nitrobenzyl)-2-phenyl-4-chloro-5-formylimidazole). The reactants are [OH-].[Na+] (sodium hydroxide), CS(=O)(=O)OS(=O)(=O)C (Methanesulphonic anhydride), N1=CC=CC=C1 (pyridine), NC1=C2N=C(C(=NC2=CC(=C1F)Cl)OC)OC (5-amino-7-chloro-6-fluoro-2,3-dimethoxyquinoxaline), Cl (hydrochloric acid), Cl (hydrochloric acid), [OH-].[Na+] (sodium hydroxide). Solvent: C1CCOC1 (THF), ClCCl (dichloromethane). Conditions: time 8 hour. Product: ClC1=C(C(=C2N=C(C(=NC2=C1)OC)OC)CS(=O)(=O)N)F (7-Chloro-6fluoro-2,3-dimethoxyquinoxalin-5-yl-methanesulphonamide). The yield is 89.9%. As a reaction SMILES: [CH3:1][S:2]([O:5]S(C)(=O)=O)(=O)=[O:3].[N:10]1C=CC=CC=1.N[C:17]1[C:26]([F:27])=[C:25]([Cl:28])[CH:24]=[C:23]2[C:18]=1[N:19]=[C:20]([O:31][CH3:32])[C:21]([O:29][CH3:30])=[N:22]2.[OH-].[Na+].Cl>ClCCl.C1COCC1>[Cl:28][C:25]1[CH:24]=[C:23]2[C:18]([N:19]=[C:20]([O:31][CH3:32])[C:21]([O:29][CH3:30])=[N:22]2)=[C:17]([CH2:1][S:2]([NH2:10])(=[O:5])=[O:3])[C:26]=1[F:27] |f:3.4|. Reported procedure: Methanesulphonic anhydride (0.55 g, 3.16 mmol) and pyridine (255 μl, 3.15 mmol) were added to a stirred suspension of 5-amino-7-chloro-6-fluoro-2,3-dimethoxyquinoxaline (see Preparation 24) (0.274 g, 1.06 mmol) in dichloromethane (15 ml) at room temperature under nitrogen. The mixture was stirred at room temperature overnight, concentrated to dryness and suspended in tetrahydrofuran (30 ml). The reaction mixture was treated with 1M sodium hydroxide (5.3 ml, 5.3 mmol) with ice-cooling, followed b... Reactants: ClC=1C=NC=CC1C1=NC(=NC(=N1)C)N(CC1=CC=C(C=C1)OC)CC1=CC=C(C=C1)OC (4-(3-chloropyridin-4-yl)-N,N-bis(4-methoxybenzyl)-6-methyl-1,3,5-triazin-2-amine), NC=1C=CC(=NC1)OC (5-amino-2-methoxypyridine), (SP-4-4)-[2-[2-(amino-κN)ethyl]phenyl-κC]chloro[dicyclohexyl[3,6-dimethoxy-2′,4′,6′-tris(1-methylethyl)[1,1′-biphenyl]-2-yl]phosphine-κP]palladium, CC(C)(C)[O-].[Na+] (sodium 2-methylpropan-2-olate), O1CCOCC1 (dioxane). Run in [NH4+].[Cl-] (NH4Cl). Conditions: temperature 100 celsius. Yields the product COC1=CC=C(CN(C2=NC(=NC(=N2)C2=C(C=NC=C2)NC=2C=NC(=CC2)OC)C)CC2=CC=C(C=C2)OC)C=C1 (N,N-bis(4-methoxybenzyl)-4-(3-(6-methoxypyridin-3-ylamino)pyridin-4-yl)-6-methyl-1,3,5-triazin-2-amine). Isolated yield 23.2%. As a reaction SMILES: Cl[C:2]1[CH:3]=[N:4][CH:5]=[CH:6][C:7]=1[C:8]1[N:13]=[C:12]([CH3:14])[N:11]=[C:10]([N:15]([CH2:25][C:26]2[CH:31]=[CH:30][C:29]([O:32][CH3:33])=[CH:28][CH:27]=2)[CH2:16][C:17]2[CH:22]=[CH:21][C:20]([O:23][CH3:24])=[CH:19][CH:18]=2)[N:9]=1.[NH2:34][C:35]1[CH:36]=[CH:37][C:38]([O:41][CH3:42])=[N:39][CH:40]=1.CC([O-])(C)C.[Na+].O1CCOCC1>[NH4+].[Cl-]>[CH3:24][O:23][C:20]1[CH:21]=[CH:22][C:17]([CH2:16][N:15]([CH2:25][C:26]2[CH:31]=[CH:30][C:29]([O:32][CH3:33])=[CH:28][CH:27]=2)[C:10]2[N:9]=[C:8]([C:7]3[CH:6]=[CH:5][N:4]=[CH:3][C:2]=3[NH:34][C:35]3[CH:40]=[N:39][C:38]([O:41][CH3:42])=[CH:37][CH:36]=3)[N:13]=[C:12]([CH3:14])[N:11]=2)=[CH:18][CH:19]=1 |f:2.3,5.6|. Reported procedure: A glass microwave reaction vessel was charged with 4-(3-chloropyridin-4-yl)-N,N-bis(4-methoxybenzyl)-6-methyl-1,3,5-triazin-2-amine (32 mg, 0.069 mmol), 5-amino-2-methoxypyridine (0.017 mL, 0.139 mmol), Brett precatalyst ((SP-4-4)-[2-[2-(amino-κN)ethyl]phenyl-κC]chloro[dicyclohexyl[3,6-dimethoxy-2′,4′,6′-tris(1-methylethyl)[1,1′-biphenyl]-2-yl]phosphine-κP]palladium) (2 mg) and sodium 2-methylpropan-2-olate (16.64 mg, 0.173 mmol) and dioxane (1 mL). The reaction mixture was stirred and heated in... Reactants: [N+](=O)([O-])C1=C(NC2CCN(CC2)C(=O)OCC2=CC=CC=C2)C=CC=C1 (2-nitro-1-N-[1-(phenylmethyloxycarbonyl)-piperidin-4-yl]aniline). The reagents and catalysts are [Ni] (Raney nickel). Solvent: C1CCOC1 (THF). The product is NC1=C(NC2CCN(CC2)C(=O)OCC2=CC=CC=C2)C=CC=C1 (2-Amino-1-N-[1-(phenylmethyloxycarbonyl)-piperidin-4-yl]aniline). The yield is 26.8%. RXN SMILES: [N+:1]([C:4]1[CH:26]=[CH:25][CH:24]=[CH:23][C:5]=1[NH:6][CH:7]1[CH2:12][CH2:11][N:10]([C:13]([O:15][CH2:16][C:17]2[CH:22]=[CH:21][CH:20]=[CH:19][CH:18]=2)=[O:14])[CH2:9][CH2:8]1)([O-])=O>[Ni].C1COCC1>[NH2:1][C:4]1[CH:26]=[CH:25][CH:24]=[CH:23][C:5]=1[NH:6][CH:7]1[CH2:8][CH2:9][N:10]([C:13]([O:15][CH2:16][C:17]2[CH:18]=[CH:19][CH:20]=[CH:21][CH:22]=2)=[O:14])[CH2:11][CH2:12]1. Reported procedure: To a stirred suspension of Raney nickel (510 mg) in THF (40 ml) was added 2-nitro-1-N-[1-(phenylmethyloxycarbonyl)-piperidin-4-yl]aniline (Method D) (200 mg, 0.56 mmol) and the mixture was stirred under a hydrogen atmosphere (1 atmosphere). After 15 h the mixture was filtered through Celite™, concentrated and purified by column chromatography (eluting with 25% EtOAc/DCM) to give the title compound as an oil (50 mg, 0.15 mmol); NMR: 1.3 (m, 2H), 1.9 (m, 2H), 3.0 (m, 2H), 3,3 (m, 2H),3.9 (m, 1H), ... The reactants are C(C)OC(C(CC=C(C)C)(C)SC1=CC=C(C=C1)OC)=O (2-(4-methoxy-phenylsulfanyl)-2,5-dimethyl-hex-4-enoic acid ethyl ester). Run in CO (methanol), [OH-].[Na+] (NaOH). Product: COC1=CC=C(C=C1)SC(C(=O)O)(C=CC(C)C)C (2-(4-Methoxy-phenylsulfanyl)-2,5-dimethyl-hexenoic acid). RXN SMILES: C([O:3][C:4](=[O:21])[C:5]([S:12][C:13]1[CH:18]=[CH:17][C:16]([O:19][CH3:20])=[CH:15][CH:14]=1)([CH3:11])[CH2:6][CH:7]=[C:8]([CH3:10])[CH3:9])C>CO.[OH-].[Na+]>[CH3:20][O:19][C:16]1[CH:15]=[CH:14][C:13]([S:12][C:5]([CH3:11])([CH:6]=[CH:7][CH:8]([CH3:9])[CH3:10])[C:4]([OH:21])=[O:3])=[CH:18][CH:17]=1 |f:2.3|. Reported procedure: 2-(4-Methoxy-phenylsulfanyl)-2,5-dimethyl-hexenoic acid was prepared starting from 2-(4-methoxy-phenylsulfanyl)-2,5-dimethyl-hex-4-enoic acid ethyl ester (2.0 g, 6.4 mmol) dissolved in methanol (50 ml) and 10 N NaOH (20 ml). The resulting reaction mixture was worked up as outlined in Example 1. Yield is 1.9 g, 99% of low melting solid. MS: 280 (M+H)+. Starting materials: C(C1=CC=CC=C1)(=O)N[C@@H](CC1=CC=CC=C1)C(=O)O (N-benzoylphenylalanine), Cl.N[C@@H](CC1=CC=C(C=C1)O)C(=O)OC (methyl tyrosinate hydrochloride), ON1C(CCC1=O)=O (N-hydroxysuccinimide), C1(CCCCC1)N=C=NC1CCCCC1 (N,N'-dicyclohexylcarbodiimide). Run in mixture, C(Cl)(Cl)Cl.O1CCCC1 (chloroform tetrahydrofuran), C(C)N(CC)CC (triethylamine). Run at time 3 hour. Yields the product C(C1=CC=CC=C1)(=O)N[C@@H](CC1=CC=CC=C1)C(=O)N[C@@H](CC1=CC=C(C=C1)O)C(=O)OC (methyl N-benzoylphenylalanyltyrosinate). Isolated yield 73.9%. Reaction SMILES: [C:1]([NH:9][C@H:10]([C:18]([OH:20])=O)[CH2:11][C:12]1[CH:17]=[CH:16][CH:15]=[CH:14][CH:13]=1)(=[O:8])[C:2]1[CH:7]=[CH:6][CH:5]=[CH:4][CH:3]=1.Cl.[NH2:22][C@H:23]([C:32]([O:34][CH3:35])=[O:33])[CH2:24][C:25]1[CH:30]=[CH:29][C:28]([OH:31])=[CH:27][CH:26]=1.ON1C(=O)CCC1=O.C1(N=C=NC2CCCCC2)CCCCC1>C(Cl)(Cl)Cl.O1CCCC1.C(N(CC)CC)C>[C:1]([NH:9][C@H:10]([C:18]([NH:22][C@H:23]([C:32]([O:34][CH3:35])=[O:33])[CH2:24][C:25]1[CH:26]=[CH:27][C:28]([OH:31])=[CH:29][CH:30]=1)=[O:20])[CH2:11][C:12]1[CH:13]=[CH:14][CH:15]=[CH:16][CH:17]=1)(=[O:8])[C:2]1[CH:3]=[CH:4][CH:5]=[CH:6][CH:7]=1 |f:1.2,5.6|. Procedure: In 100 ml of a mixture of chloroform-tetrahydrofuran (2:1), were dissolved 5.39 g of N-benzoylphenylalanine, 4.64 g of methyl tyrosinate hydrochloride, 2.02 g of triethylamine and 2.30 g of N-hydroxysuccinimide and the solution was cooled with ice. To the cold solution, 4.12 g of N,N'-dicyclohexylcarbodiimide was added. The mixture was stirred for three hours, then allowed to stand at room temperature overnight. The precipitates were removed by filtration and the filtrate was concentrated. The r... As a reaction SMILES: [CH3:1][C:2]1[CH:7]=[C:6]([N+:8]([O-])=O)[C:5]([CH3:11])=[CH:4][C:3]=1[O:12][CH2:13][CH:14]1[CH2:16][CH:15]1[CH2:17][CH2:18][CH3:19].C(O)(=O)C>[Fe].O>[CH3:11][C:5]1[CH:4]=[C:3]([O:12][CH2:13][CH:14]2[CH2:16][CH:15]2[CH2:17][CH2:18][CH3:19])[C:2]([CH3:1])=[CH:7][C:6]=1[NH2:8]. Procedure details: A mixture of 1.58 g of 2,5-dimethyl-4-nitro-1-[(2-propylcyclopropyl)methoxy]benzene, 1.68 g of iron powder, 20 mL of acetic acid and 20 mL of water was stirred at 80° C. for 1 hour. The reaction mixture was cooled to around room temperature, and then concentrated under reduced pressure. The resulting residue was converted into basic with an aqueous 1 N sodium hydroxide solution, then ethyl acetate was added, and the mixture was filtered. The filtrate was extracted with ethyl acetate, and then th... Run at temperature 80 celsius, time 1 hour. Reactants: CC1=C(C=C(C(=C1)[N+](=O)[O-])C)OCC1C(C1)CCC (2,5-dimethyl-4-nitro-1-[(2-propylcyclopropyl)methoxy]benzene), C(C)(=O)O (acetic acid). Isolated yield 64.3%. The reagents and catalysts are [Fe] (iron). The product is CC1=C(C=C(C(=C1)OCC1C(C1)CCC)C)N (2,5-dimethyl-4-[(2-propylcyclopropyl)methoxy]phenylamine). Run in O (water). The reactants are OC[C@@H]1NCC2=CC=CC=C2C1 ((R)-3-hydroxymethyl-1,2,3,4-tetrahydroisoquinoline), S(O)(O)(=O)=O (sulphuric acid). Solvent: O (water). Reaction conditions: time 1 hour. Yields the product OS(=O)(=O)OC[C@@H]1NCC2=CC=CC=C2C1 ((R)-3-Hydroxysulphonyloxymethyl-1,2,3,4-tetrahydroisoquinoline). Reaction SMILES: [OH:1][CH2:2][C@H:3]1[CH2:12][C:11]2[C:6](=[CH:7][CH:8]=[CH:9][CH:10]=2)[CH2:5][NH:4]1.[S:13](=O)(=[O:16])([OH:15])[OH:14]>O>[OH:16][S:13]([O:1][CH2:2][C@H:3]1[CH2:12][C:11]2[C:6](=[CH:7][CH:8]=[CH:9][CH:10]=2)[CH2:5][NH:4]1)(=[O:15])=[O:14]. Procedure: A solution of (R)-3-hydroxymethyl-1,2,3,4-tetrahydroisoquinoline (22.8 g.) in a mixture of sulphuric acid (d = 1.83; 7.9 cc.) and water (50 cc.) is concentrated for 1 hour at 100° C., under reduced pressure (20 mm.Hg) and then for 1 hour at 160° C. The residue crystallises on cooling. (R)-3-Hydroxysulphonyloxymethyl-1,2,3,4-tetrahydroisoquinoline (33.9 g.) is thus obtained in the form of a white crystalline mass melting at 318° C. The reactants are CCO, c1ccc(C(c2ccccc2)N2CC(COc3ccc(C4(CN5CCOCC5)CCOCC4)cc3)C2)cc1, Cl, [Na+], [Na+], O=C([O-])[O-]. The product is c1cc(C2(CN3CCOCC3)CCOCC2)ccc1OCC1CNC1. Reaction SMILES: [CH3:46][CH2:47][OH:48].[CH:1]([c:2]1[cH:3][cH:4][cH:5][cH:6][cH:7]1)([c:8]1[cH:9][cH:10][cH:11][cH:12][cH:13]1)[N:14]1[CH2:15][CH:16]([CH2:18][O:19][c:20]2[cH:21][cH:22][c:23]([C:26]3([CH2:32][N:33]4[CH2:34][CH2:35][O:36][CH2:37][CH2:38]4)[CH2:27][CH2:28][O:29][CH2:30][CH2:31]3)[cH:24][cH:25]2)[CH2:17]1.[ClH:39].[Na+:40].[Na+:41].[O-:42][C:43](=[O:44])[O-:45]>>[NH:14]1[CH2:15][CH:16]([CH2:18][O:19][c:20]2[cH:21][cH:22][c:23]([C:26]3([CH2:32][N:33]4[CH2:34][CH2:35][O:36][CH2:37][CH2:38]4)[CH2:27][CH2:28][O:29][CH2:30][CH2:31]3)[cH:24][cH:25]2)[CH2:17]1.